From a dataset of the Open Reaction Database (ORD), a public repository of structured organic reaction records. describe an organic reaction: reactants, conditions, products, and yield Reactants: OC1CCN(Cc2ccccc2)C1, C, O, O=S(=O)(Cl)Cl, c1ccncc1. Product: CS(=O)(=O)OC1CCN(Cc2ccccc2)C1. Reaction SMILES: [CH2:1]([c:2]1[cH:3][cH:4][cH:5][cH:6][cH:7]1)[N:8]1[CH2:9][CH:10]([OH:13])[CH2:11][CH2:12]1.[CH4:19].[OH2:20].[S:14](=[O:15])(=[O:16])([Cl:17])[Cl:18].[cH:21]1[cH:22][cH:23][n:24][cH:25][cH:26]1>>[CH2:1]([c:2]1[cH:3][cH:4][cH:5][cH:6][cH:7]1)[N:8]1[CH2:9][CH:10]([O:13][S:14](=[O:15])(=[O:16])[CH3:19])[CH2:11][CH2:12]1.